From a dataset of the Open Reaction Database (ORD), a public repository of structured organic reaction records. describe an organic reaction: reactants, conditions, products, and yield The reactants are CC(C)(C)[O-], CN(C)CCO, COc1ccc(N(C)c2nc(Cl)nc3ccccc23)cc1, Cl, [K+], C1COCCOCCOCCOCCOCCO1. Product: COc1ccc(N(C)c2nc(OCCN(C)C)nc3ccccc23)cc1. Reaction SMILES: [CH3:23][C:24]([CH3:25])([O-:26])[CH3:27].[CH3:47][N:48]([CH3:49])[CH2:50][CH2:51][OH:52].[Cl:2][c:3]1[n:4][c:5]2[cH:6][cH:7][cH:8][cH:9][c:10]2[c:11]([N:13]([CH3:14])[c:15]2[cH:16][cH:17][c:18]([O:21][CH3:22])[cH:19][cH:20]2)[n:12]1.[ClH:1].[K+:28].[O:29]1[CH2:30][CH2:31][O:32][CH2:33][CH2:34][O:35][CH2:36][CH2:37][O:38][CH2:39][CH2:40][O:41][CH2:42][CH2:43][O:44][CH2:45][CH2:46]1>>[c:3]1([O:52][CH2:51][CH2:50][N:48]([CH3:47])[CH3:49])[n:4][c:5]2[cH:6][cH:7][cH:8][cH:9][c:10]2[c:11]([N:13]([CH3:14])[c:15]2[cH:16][cH:17][c:18]([O:21][CH3:22])[cH:19][cH:20]2)[n:12]1. Run in C(Cl)Cl (DCM). Starting materials: CCN=C=NCCCN(C)C.Cl (N-(3-dimethylaminopropyl)-N-ethylcarbodiimide hydrochloride), C(C1=CC=CC=C1)O[C@@H]1C[C@H](C1)NC=1C(=CC=C(C1)F)N (N2-(trans-3-benzyloxycyclobutyl)-4-fluoro-benzene-1,2-diamine), C(C)(C)(C)OC(=O)N[C@H](C(=O)O)C ((S)-2-tertbutoxycarbonylaminopropionic acid), C1=CC2=C(N=C1)N(N=N2)O (HOAt). Reaction SMILES: [CH2:1]([O:8][C@H:9]1[CH2:12][C@H:11]([NH:13][C:14]2[C:15]([NH2:21])=[CH:16][CH:17]=[C:18]([F:20])[CH:19]=2)[CH2:10]1)[C:2]1[CH:7]=[CH:6][CH:5]=[CH:4][CH:3]=1.[C:22]([O:26][C:27]([NH:29][C@@H:30]([CH3:34])[C:31](O)=O)=[O:28])([CH3:25])([CH3:24])[CH3:23].C1C=NC2N(O)N=NC=2C=1.CCN=C=NCCCN(C)C.Cl>C(Cl)Cl>[C:22]([O:26][C:27](=[O:28])[NH:29][C@H:30]([C:31]1[N:13]([C@H:11]2[CH2:12][C@H:9]([O:8][CH2:1][C:2]3[CH:7]=[CH:6][CH:5]=[CH:4][CH:3]=3)[CH2:10]2)[C:14]2[CH:19]=[C:18]([F:20])[CH:17]=[CH:16][C:15]=2[N:21]=1)[CH3:34])([CH3:25])([CH3:24])[CH3:23] |f:3.4|. Run at temperature 0 celsius, time 1 hour. Procedure details: A mixture of N2-(trans-3-benzyloxycyclobutyl)-4-fluoro-benzene-1,2-diamine (1.73 g, 2.55 mmol), (S)-2-tertbutoxycarbonylaminopropionic acid (0.54 g, 2.81 mmol) and HOAt (0.38 g, 2.81 mmol) in DCM (20 mL) were cooled to 0° C. under nitrogen atmosphere. To this mixture N-(3-dimethylaminopropyl)-N-ethylcarbodiimide hydrochloride (0.54 g, 2.81 mmol) was added portion wise and the reaction mixture was stirred at RT for 1 h. The reaction mixture allowed to warm to RT then partitioned between DCM (30 m... The product is C(C)(C)(C)OC(N[C@@H](C)C1=NC2=C(N1[C@@H]1C[C@H](C1)OCC1=CC=CC=C1)C=C(C=C2)F)=O ([(S)-1-[1-(trans-3-Benzyloxycyclobutyl)-6-fluoro-1H-benzoimidazol-2-yl]ethyl]carbamic acid tert-butyl ester). The reactants are [H][H] (hydrogen), C (Charcoal), C(C)(C)(C)OC(=O)NCC1=CC=C(C=C1)[N+](=O)[O-] (N-tertiary-butyloxycarbonyl 4-nitrobenzylamine). The reagents and catalysts are [Pd] (palladium on charcoal). Solvent: C(C)O (ethanol). Reaction conditions: time 10 minute. The product is C(C)(C)(C)OC(=O)NCC1=CC=C(N)C=C1 (4-(N-tertiary-butyloxycarbonylaminomethyl)aniline). As a reaction SMILES: [C:1]([O:5][C:6]([NH:8][CH2:9][C:10]1[CH:15]=[CH:14][C:13]([N+:16]([O-])=O)=[CH:12][CH:11]=1)=[O:7])([CH3:4])([CH3:3])[CH3:2].[H][H].C>[Pd].C(O)C>[C:1]([O:5][C:6]([NH:8][CH2:9][C:10]1[CH:15]=[CH:14][C:13]([NH2:16])=[CH:12][CH:11]=1)=[O:7])([CH3:4])([CH3:2])[CH3:3]. Reported procedure: 10% w/w palladium on charcoal (250 mg) was added to a solution of the product from step (i) (5.37 g) in ethanol (100 ml) and the mixture hydrogenated at room temperature and pressure until the theoretical amount of hydrogen had been taken up. Charcoal was added, the mixture stirred for 10 minutes then filtered through diatomaceous earth and the filtrate evaporated to dryness. The solid residue, on recrystallisation from ethyl acetate/hexane gave 4-(N-tertiary-butyloxycarbonylaminomethyl)aniline,... Starting materials: CC(=O)c1ccccc1Nc1c(Cl)ccc(C)c1Cl, Cl, NO, c1ccncc1. The product is CC(=NO)c1ccccc1Nc1c(Cl)ccc(C)c1Cl. Reaction SMILES: [Cl:1][c:2]1[c:3]([NH:10][c:11]2[c:12]([C:17]([CH3:18])=[O:19])[cH:13][cH:14][cH:15][cH:16]2)[c:4]([Cl:9])[cH:5][cH:6][c:7]1[CH3:8].[ClH:20].[NH2:21][OH:22].[cH:23]1[cH:24][cH:25][n:26][cH:27][cH:28]1>>[Cl:1][c:2]1[c:3]([NH:10][c:11]2[c:12]([C:17]([CH3:18])=[N:21][OH:22])[cH:13][cH:14][cH:15][cH:16]2)[c:4]([Cl:9])[cH:5][cH:6][c:7]1[CH3:8]. Reactants: Cl, Cl, Cl, NC1CCC(CCN2CCN(c3nccc4c3OCC4)CC2)CC1, O=C(O)c1ccnc2ccccc12. The product is O=C(NC1CCC(CCN2CCN(c3nccc4c3OCC4)CC2)CC1)c1ccnc2ccccc12. Reaction SMILES: [ClH:1].[ClH:2].[ClH:3].[O:4]1[CH2:5][CH2:6][c:7]2[c:8]1[c:9]([N:13]1[CH2:14][CH2:15][N:16]([CH2:19][CH2:20][CH:21]3[CH2:22][CH2:23][CH:24]([NH2:27])[CH2:25][CH2:26]3)[CH2:17][CH2:18]1)[n:10][cH:11][cH:12]2.[OH:28][C:29](=[O:30])[c:31]1[cH:32][cH:33][n:34][c:35]2[cH:36][cH:37][cH:38][cH:39][c:40]12>>[O:4]1[CH2:5][CH2:6][c:7]2[c:8]1[c:9]([N:13]1[CH2:14][CH2:15][N:16]([CH2:19][CH2:20][CH:21]3[CH2:22][CH2:23][CH:24]([NH:27][C:29](=[O:28])[c:31]4[cH:32][cH:33][n:34][c:35]5[cH:36][cH:37][cH:38][cH:39][c:40]45)[CH2:25][CH2:26]3)[CH2:17][CH2:18]1)[n:10][cH:11][cH:12]2. Starting materials: C(CCC)OC(=O)NC1=C(C=CC=C1)CCCC1=CC(=CC=C1)OC(=O)C (N-butyloxycarbonyl-2-(3-acetoxy1-phenylpropyl)aniline), C(Cl)(Cl)Cl.C(=O)(C(F)(F)F)O (CHCl3 TFA), C([O-])(O)=O.[Na+] (sodium bicarbonate). Product: C(C)(=O)OCCC(C1=CC=CC=C1)C1=C(N)C=CC=C1 (2-(3-acetoxy-1-phenylpropyl)aniline). RXN SMILES: C(OC([NH:8][C:9]1[CH:14]=[CH:13][CH:12]=[CH:11][C:10]=1[CH2:15][CH2:16][CH2:17][C:18]1[CH:23]=[CH:22][CH:21]=C(OC(C)=O)C=1)=O)CCC.[C:28](=[O:31])(O)[O-:29].[Na+].[CH:33](Cl)(Cl)Cl.[C:37](O)([C:39](F)(F)F)=O>>[C:28]([O:29][CH2:37][CH2:39][CH:15]([C:10]1[CH:11]=[CH:12][CH:13]=[CH:14][C:9]=1[NH2:8])[C:16]1[CH:17]=[CH:18][CH:23]=[CH:22][CH:21]=1)(=[O:31])[CH3:33] |f:1.2,3.4|. Procedure: A solution of N-butyloxycarbonyl-2-(3-acetoxy1-phenylpropyl)aniline (1.39 g, 3.7 mmol) in CHCl3 -TFA (1:1/10 ml) was stirred at room temperature for 20 minutes. The reaction mixture was neutralised with saturated aqueous sodium bicarbonate solution (30 ml), extracted with DCM (3×30 ml) and the extracts dried (MgSO4). Filtration and evaporation of the solvent gave the product. (939 mg, 94%)